Dataset: the Open Reaction Database (ORD), a public repository of structured organic reaction records. Task: describe an organic reaction: reactants, conditions, products, and yield Reactants: Cc1cc(NC(=O)OC(C)(C)C)c(NC(=O)CC(=O)c2cccc(-n3cncn3)c2)cc1C(F)(F)F, ClCCl, O=C(O)C(F)(F)F. As a reaction SMILES: [C:1]([O:2][C:3](=[O:4])[NH:7][c:8]1[c:9]([NH:19][C:20]([CH2:21][C:22](=[O:5])[c:23]2[cH:24][c:25](-[n:29]3[n:30][cH:31][n:32][cH:33]3)[cH:26][cH:27][cH:28]2)=[O:35])[cH:10][c:11]([C:15]([F:16])([F:17])[F:18])[c:12]([CH3:14])[cH:13]1)([CH3:6])([CH3:34])[CH3:36].[Cl:44][CH2:45][Cl:46].[F:37][C:38]([F:39])([F:40])[C:41]([OH:42])=[O:43]>>[N:7]1=[C:22]([c:23]2[cH:24][c:25](-[n:29]3[n:30][cH:31][n:32][cH:33]3)[cH:26][cH:27][cH:28]2)[CH2:21][C:20](=[O:35])[NH:19][c:9]2[c:8]1[cH:13][c:12]([CH3:14])[c:11]([C:15]([F:16])([F:17])[F:18])[cH:10]2. Yields the product Cc1cc2c(cc1C(F)(F)F)NC(=O)CC(c1cccc(-n3cncn3)c1)=N2. Starting materials: CC1=NC=CN1C2=CC=C(C=C2)N, CN1CC(OC2=C(C1=O)C=CC(=N2)Cl)C3=CC=CC=C3. Reagents/catalysts: C(=O)([O-])[O-].[Cs+].[Cs+], C1CCC(CC1)P(C2CCCCC2)C3=CC=CC=C3C4=CC=CC=C4, CC(=O)O.CC(=O)O.[Pd]. The solvent is COCCOC. Reaction conditions: temperature 100 celsius. Product: CC1=NC=CN1C2=CC=C(C=C2)NC3=NC4=C(C=C3)C(=O)N(CC(O4)C5=CC=CC=C5)C. Yield: 41.1%. Procedure details: 8-chloro-4-methyl-2-phenyl-3,4-dihydropyrido[3,2-f][1,4]oxazepin-5(2H)-one (173 mg, 0.60 mmol), 4-(2-methyl-1H-imidazol-1-yl)aniline (125 mg, 0.72 mmol), PdOAc2 (13.47 mg, 0.06 mmol), biphenyl-2-yldicyclohexylphosphine (21.03 mg, 0.06 mmol) and cesium carbonate (489 mg, 1.50 mmol) were placed in a microwave vial equipped with a stirring bar. The vial was capped, DME (4 mL) was added, the vial was flushed with nitrogen via a syringe and the mixture was heated to 100°C in a microwave reactor for 1... Reactants: [N+](=O)([O-])C=1C=CC(=NC1)O (5-nitropyridin-2-ol), BrC1CCCC1 (bromocyclopentane), C([O-])([O-])=O.[K+].[K+] (potassium carbonate), CN(C)C=O (DMF). The solvent is O (water). Reaction conditions: temperature 80 celsius. Yields the product C1(CCCC1)OC1=CC=C(C=N1)N (6-Cyclopentyloxypyridin-3-ylamine). RXN SMILES: [N+:1]([C:4]1[CH:5]=[CH:6][C:7]([OH:10])=[N:8][CH:9]=1)([O-])=O.Br[CH:12]1[CH2:16][CH2:15][CH2:14][CH2:13]1.C(=O)([O-])[O-].[K+].[K+].CN(C=O)C>O>[CH:12]1([O:10][C:7]2[N:8]=[CH:9][C:4]([NH2:1])=[CH:5][CH:6]=2)[CH2:16][CH2:15][CH2:14][CH2:13]1 |f:2.3.4|. Reported procedure: A mixture of 5-nitropyridin-2-ol (14.0 g), bromocyclopentane (8.0 g), potassium carbonate (14 g) and DMF (200 mL) was heated at 80° C. for 6 hours. After cooling, the reaction mixture was diluted with water and extracted with ethyl acetate. The organic phase was washed with water, dried over magnesium sulfate and concentrated. The residue was purified by chromatography on silica gel. The resulting product (2-cyclopentyloxy-5-nitropyridine) was hydrogenated in ethanol using palladium(II) hydroxid... Reactants: CC(C)c1nsc(N=C(Cl)N(C)C)c1C#N, CC#N, N#C[K]. The product is CC(C)c1nsc(N=C(C#N)N(C)C)c1C#N. Reaction SMILES: [C:1](#[N:2])[c:3]1[c:4]([CH:14]([CH3:15])[CH3:16])[n:5][s:6][c:7]1[N:8]=[C:9]([N:10]([CH3:11])[CH3:12])[Cl:13].[C:20](#[N:21])[CH3:22].[K:17][C:18]#[N:19]>>[C:1](#[N:2])[c:3]1[c:4]([CH:14]([CH3:15])[CH3:16])[n:5][s:6][c:7]1[N:8]=[C:9]([N:10]([CH3:11])[CH3:12])[C:18]#[N:19]. The product is N1(CCOCC1)C1=CC(NC(=N1)CC(N1CCC2=C(C=CC=C12)C1=NC=CC=C1)=O)=O (6-(morpholin-4-yl)-2-{2-oxo-2-[4-(pyridin-2-yl)-2,3-dihydro-1H-indol-1-yl]ethyl}pyrimidin-4(3H)-one). The yield is 62.8%. As a reaction SMILES: [N:1]1([C:7]2[N:8]=[C:9]([CH2:14][C:15]([O-:17])=O)[NH:10][C:11](=[O:13])[CH:12]=2)[CH2:6][CH2:5][O:4][CH2:3][CH2:2]1.[Na+].[N:19]1[CH:24]=[CH:23][CH:22]=[CH:21][C:20]=1[C:25]1[CH:33]=[CH:32][CH:31]=[C:30]2[C:26]=1[CH2:27][CH2:28][NH:29]2>>[N:1]1([C:7]2[N:8]=[C:9]([CH2:14][C:15](=[O:17])[N:29]3[C:30]4[C:26](=[C:25]([C:20]5[CH:21]=[CH:22][CH:23]=[CH:24][N:19]=5)[CH:33]=[CH:32][CH:31]=4)[CH2:27][CH2:28]3)[NH:10][C:11](=[O:13])[CH:12]=2)[CH2:2][CH2:3][O:4][CH2:5][CH2:6]1 |f:0.1|. The reactants are N1(CCOCC1)C=1N=C(NC(C1)=O)CC(=O)[O-].[Na+] (sodium [4-(morpholin-4-yl)-6-oxo-1,6-dihydropyrimidin-2-yl]acetate), N1=C(C=CC=C1)C1=C2CCNC2=CC=C1 (4-pyridin-2-yl-2,3-dihydro-1H-indole). Procedure: The product is prepared by following the procedure described in example 10d using 26.7 mg of sodium [4-(morpholin-4-yl)-6-oxo-1,6-dihydropyrimidin-2-yl]acetate (example 1d, step 2d) and 25 mg of 4-pyridin-2-yl-2,3-dihydro-1H-indole in place of 4-pyridin-4-yl-2,3-dihydro-1H-indole. 26.8 mg of 6-(morpholin-4-yl)-2-{2-oxo-2-[4-(pyridin-2-yl)-2,3-dihydro-1H-indol-1-yl]ethyl}pyrimidin-4(3H)-one are obtained in the form of a purple solid, the characteristics of which are the following: Reactants: O.NN (hydrazine hydrate), C(C)(C)(C)N=C=O (t-butyl isocyanate), [Cl-].[Na+] (sodium chloride). Run in C(C)O (ethanol). Reaction conditions: time 1 hour. Yields the product C(C)(C)(C)NC(NN)=O (4-t-butylsemicarbazide). As a reaction SMILES: O.[NH2:2][NH2:3].[C:4]([N:8]=[C:9]=[O:10])([CH3:7])([CH3:6])[CH3:5].[Cl-].[Na+]>C(O)C>[C:4]([NH:8][C:9](=[O:10])[NH:2][NH2:3])([CH3:7])([CH3:6])[CH3:5] |f:0.1,3.4|. Procedure: To a solution of 30 g of hydrazine hydrate (80%) in 100 ml of ethanol was added dropwise 34 ml of t-butyl isocyanate under ice-cooling, followed by stirring for 1 hour. After stirring at room temperature for an additional 3 hours, a saturated aqueous solution of sodium chloride was added to the reaction solution. The mixture was extracted three ,times with ethyl acetate, and the organic layer was distilled under reduced pressure. To the residue was added 65 ml of a 10% hydrochloric acid aqueous ... The reactants are [BH4-], CCO, [Na+], COCCn1c(C)nc2cc(C(=O)OC)c(CCC(=O)c3ccccc3)c(O)c21. The product is COCCn1c(C)nc2cc(C(=O)OC)c(CCC(O)c3ccccc3)c(O)c21. Reaction SMILES: [BH4-:30].[CH3:32][CH2:33][OH:34].[Na+:31].[OH:1][c:2]1[c:3]([CH2:20][CH2:21][C:22]([c:23]2[cH:24][cH:25][cH:26][cH:27][cH:28]2)=[O:29])[c:4]([C:16](=[O:17])[O:18][CH3:19])[cH:5][c:6]2[c:7]1[n:8]([CH2:12][CH2:13][O:14][CH3:15])[c:9]([CH3:11])[n:10]2>>[OH:1][c:2]1[c:3]([CH2:20][CH2:21][CH:22]([c:23]2[cH:24][cH:25][cH:26][cH:27][cH:28]2)[OH:29])[c:4]([C:16](=[O:17])[O:18][CH3:19])[cH:5][c:6]2[c:7]1[n:8]([CH2:12][CH2:13][O:14][CH3:15])[c:9]([CH3:11])[n:10]2.